This data is from the Open Reaction Database (ORD), a public repository of structured organic reaction records. The task is: describe an organic reaction: reactants, conditions, products, and yield Reactants: BrC=C(C)C1=CC=C(C=C1)Cl (1-(1-Bromoprop-1-en-2-yl)-4-chlorobenzene), CN1CC2=C(NC=3C=CC(=CC23)C)CC1 (2,8-Dimethyl-2,3,4,5-tetrahydro-1H-pyrido[4,3-b]indole), N1[C@H](C(=O)O)CCC1 (L-proline), P(=O)([O-])([O-])[O-].[K+].[K+].[K+] (potassium phosphate). Reagents/catalysts: [Cu]I (Copper (I) iodide). Solvent: CN(C)C=O (DMF). Reaction conditions: temperature 80 celsius. Product: ClC1=CC=C(C=C1)/C(=C/N1C2=C(C=3C=C(C=CC13)C)CN(CC2)C)/C ((E)-5-(2-(4-chlorophenyl)prop-1-enyl)-2,8-dimethyl-2,3,4,5-tetrahydro-1H-pyrido[4,3-b]indole). Reaction SMILES: [CH3:1][N:2]1[CH2:15][CH2:14][C:5]2[NH:6][C:7]3[CH:8]=[CH:9][C:10]([CH3:13])=[CH:11][C:12]=3[C:4]=2[CH2:3]1.N1CCC[C@H]1C(O)=O.P([O-])([O-])([O-])=O.[K+].[K+].[K+].Br[CH:33]=[C:34]([C:36]1[CH:41]=[CH:40][C:39]([Cl:42])=[CH:38][CH:37]=1)[CH3:35]>CN(C=O)C.[Cu]I>[Cl:42][C:39]1[CH:40]=[CH:41][C:36](/[C:34](/[CH3:35])=[CH:33]/[N:6]2[C:7]3[CH:8]=[CH:9][C:10]([CH3:13])=[CH:11][C:12]=3[C:4]3[CH2:3][N:2]([CH3:1])[CH2:15][CH2:14][C:5]2=3)=[CH:37][CH:38]=1 |f:2.3.4.5|. Reported procedure: 2,8-Dimethyl-2,3,4,5-tetrahydro-1H-pyrido[4,3-b]indole (36 mg, 0.181 mmol) was dissolved in DMF (4 mL). Copper (I) iodide (4 mg, 0.0181 mmol), L-proline (4 mg, 0.0362 mmol) and potassium phosphate (77 mg, 0.362 mmol) were added and the reaction mixture was stirred for min. at RT. 1-(1-Bromoprop-1-en-2-yl)-4-chlorobenzene (50 mg, 0.2183 mmol) was added dropwise and the reaction mixture was purged with nitrogen. The reaction mixture was heated overnight at 80° C. (prolonged heating in some cases w...